This data is from the Open Reaction Database (ORD), a public repository of structured organic reaction records. The task is: describe an organic reaction: reactants, conditions, products, and yield Starting materials: COC1=CC=C(CN(S(=O)(=O)C=2C=CC3=C(OCCN3)C2)C2=NC=NC=C2)C=C1 (N-(4-methoxybenzyl)-N-(pyrimidin-4-yl)-3,4-dihydro-2H-benzo[b][1,4]oxazine-7-sulfonamide), ClC=1C(=NC=C(C1)C(F)(F)F)F (3-chloro-2-fluoro-5-(trifluoromethyl)pyridine). The product is ClC=1C(=NC=C(C1)C(F)(F)F)N1C2=C(OCC1)C=C(C=C2)S(=O)(=O)N(C2=NC=NC=C2)CC2=CC=C(C=C2)OC (4-(3-Chloro-5-(trifluoromethyl)pyridin-2-yl)-N-(4-methoxybenzyl)-N-(pyrimidin-4-yl)-3,4-dihydro-2H-benzo[b][1,4]oxazine-7-sulfonamide). Reaction SMILES: [CH3:1][O:2][C:3]1[CH:29]=[CH:28][C:6]([CH2:7][N:8]([C:22]2[CH:27]=[CH:26][N:25]=[CH:24][N:23]=2)[S:9]([C:12]2[CH:13]=[CH:14][C:15]3[NH:20][CH2:19][CH2:18][O:17][C:16]=3[CH:21]=2)(=[O:11])=[O:10])=[CH:5][CH:4]=1.[Cl:30][C:31]1[C:32](F)=[N:33][CH:34]=[C:35]([C:37]([F:40])([F:39])[F:38])[CH:36]=1>>[Cl:30][C:31]1[C:32]([N:20]2[CH2:19][CH2:18][O:17][C:16]3[CH:21]=[C:12]([S:9]([N:8]([CH2:7][C:6]4[CH:5]=[CH:4][C:3]([O:2][CH3:1])=[CH:29][CH:28]=4)[C:22]4[CH:27]=[CH:26][N:25]=[CH:24][N:23]=4)(=[O:11])=[O:10])[CH:13]=[CH:14][C:15]2=3)=[N:33][CH:34]=[C:35]([C:37]([F:39])([F:38])[F:40])[CH:36]=1. Procedure details: 4-(3-Chloro-5-(trifluoromethyl)pyridin-2-yl)-N-(4-methoxybenzyl)-N-(pyrimidin-4-yl)-3,4-dihydro-2H-benzo[b][1,4]oxazine-7-sulfonamide was synthesized from N-(4-methoxybenzyl)-N-(pyrimidin-4-yl)-3,4-dihydro-2H-benzo[b][1,4]oxazine-7-sulfonamide and 3-chloro-2-fluoro-5-(trifluoromethyl)pyridine (Aldrich) in a manner similar to that described for EXAMPLE 94, Step 3. Reactants: O=C([O-])[O-], O=C(O)C1CCCCC1, COc1ccccc1C1CCN(CC(N)CC2CCCCC2)CC1, [Cl-], ClCCl, [K+], [K+], O. Product: COc1ccccc1C1CCN(CC(CC2CCCCC2)NC(=O)C2CCCCC2)CC1. RXN SMILES: [C:1](=[O:2])([O-:3])[O-:4].[CH:32]1([C:38](=[O:39])[OH:40])[CH2:33][CH2:34][CH2:35][CH2:36][CH2:37]1.[CH:7]1([CH2:13][CH:14]([CH2:15][N:16]2[CH2:17][CH2:18][CH:19]([c:22]3[c:23]([O:28][CH3:29])[cH:24][cH:25][cH:26][cH:27]3)[CH2:20][CH2:21]2)[NH2:30])[CH2:8][CH2:9][CH2:10][CH2:11][CH2:12]1.[Cl-:31].[Cl:41][CH2:42][Cl:43].[K+:5].[K+:6].[OH2:44]>>[CH:7]1([CH2:13][CH:14]([CH2:15][N:16]2[CH2:17][CH2:18][CH:19]([c:22]3[c:23]([O:28][CH3:29])[cH:24][cH:25][cH:26][cH:27]3)[CH2:20][CH2:21]2)[NH:30][C:38]([CH:32]2[CH2:33][CH2:34][CH2:35][CH2:36][CH2:37]2)=[O:39])[CH2:8][CH2:9][CH2:10][CH2:11][CH2:12]1.